This data is from the Open Reaction Database (ORD), a public repository of structured organic reaction records. The task is: describe an organic reaction: reactants, conditions, products, and yield Reactants: OC1=CC=C(C(=C1)C)C. The reagents and catalysts are O1BOC(C)(C)C1(C)C, N=1C=CC(=CC1C=2N=CC=C(C2)C(C)(C)C)C(C)(C)C, O1B(OC(C)(C)C1(C)C)B2OC(C)(C)C(O2)(C)C, C[OH2+].C[OH2+].C1CC=CCCC=C1.C1CC=CCCC=C1.[Ir].[Ir]. Run in C1CCCCC1. Run at temperature 80 celsius, time 24 hour. Yields the product OC=1C=C(C(=CC1B2OC(C)(C)C(O2)(C)C)C)C. The yield is 68.0%. Starting materials: COC=1C=CC2=C(SC(=C2C(=O)C2=CC=C(C=C2)OCCC2=C(N=CS2)C)C2=CC=C(C=C2)OC)C1 ([6-Methoxy-2-(4-methoxyphenyl)benzo[b]thien-3-yl][4-[2-(4-methyl-5-thiazaolyl)ethoxy]phenyl]methanone), [Al+3].[Cl-].[Cl-].[Cl-] (AlCl3), CCS (EtSH). The solvent is C(Cl)Cl (CH2Cl2). Product: OC=1C=CC2=C(SC(=C2C(=O)C2=CC=C(C=C2)OCCC2=C(N=CS2)C)C2=CC=C(C=C2)O)C1 ([6-Hydroxy-2-(4-hyroxyphenyl)benzo[b]thien-3-yl][4-[2-(4-methyl-5-thiazaolyl)ethoxy]phenyl]methanone). Yield: 95.0%. Reaction SMILES: C[O:2][C:3]1[CH:4]=[CH:5][C:6]2[C:10]([C:11]([C:13]3[CH:18]=[CH:17][C:16]([O:19][CH2:20][CH2:21][C:22]4[S:26][CH:25]=[N:24][C:23]=4[CH3:27])=[CH:15][CH:14]=3)=[O:12])=[C:9]([C:28]3[CH:33]=[CH:32][C:31]([O:34]C)=[CH:30][CH:29]=3)[S:8][C:7]=2[CH:36]=1.[Al+3].[Cl-].[Cl-].[Cl-].CCS>C(Cl)Cl>[OH:2][C:3]1[CH:4]=[CH:5][C:6]2[C:10]([C:11]([C:13]3[CH:18]=[CH:17][C:16]([O:19][CH2:20][CH2:21][C:22]4[S:26][CH:25]=[N:24][C:23]=4[CH3:27])=[CH:15][CH:14]=3)=[O:12])=[C:9]([C:28]3[CH:29]=[CH:30][C:31]([OH:34])=[CH:32][CH:33]=3)[S:8][C:7]=2[CH:36]=1 |f:1.2.3.4|. Reported procedure: Reaction of a compound of Example 11 (0.27 g, 0.52 mmol), AlCl3 (0.42 g, 3.12 mmol) and EtSH (0.19 mL, 2.6 mmol) in CH2Cl2 (10 mL) at room temp. for 0.5 h. according to the procedure described in Example 3 provided a 95% of the desired product as a yellow solid: 1H-NMR (300 MHz, CDCl3) δ9.91 (s, 1H), 9.71 (s, 1H), 8.82 (s, 1H), 7.67 (d, J=8.7 Hz, 2H), 7.35 (d, J=2.3 Hz, 1H), 7.26 (d, J=8.8 Hz, 1H), 7.18 (d, J=8.9 Hz, 2H), 6.93 (d, J=8.7 Hz, 2H), 6.86 (dd, J=8.9, 2.3 Hz, 1H), 6.66 (d, J=8.8 hz, 2... Starting materials: C(C)(=O)Cl (acetyl chloride), Cl (hydrochloric acid), C1=CC=CC=2C3=CC=CC=C3CC12 (fluorene), [Cl-].[Al+3].[Cl-].[Cl-] (aluminum chloride). Solvent: ClCCl (dichloromethane), ClCCl (dichloromethane). Conditions: temperature 0 celsius, time 1 hour. The product is C(C)(=O)C1=CC=2CC3=CC=CC=C3C2C=C1 (2-acetylfluorene). Isolated yield 87.8%. Reaction SMILES: [CH:1]1[C:13]2[CH2:12][C:11]3[C:6](=[CH:7][CH:8]=[CH:9][CH:10]=3)[C:5]=2[CH:4]=[CH:3][CH:2]=1.[Cl-].[Al+3].[Cl-].[Cl-].[C:18](Cl)(=[O:20])[CH3:19].Cl>ClCCl>[C:18]([C:9]1[CH:8]=[CH:7][C:6]2[C:5]3[C:13](=[CH:1][CH:2]=[CH:3][CH:4]=3)[CH2:12][C:11]=2[CH:10]=1)(=[O:20])[CH3:19] |f:1.2.3.4|. Reported procedure: A dichloromethane (1 L) solution of fluorene (150 g) was cooled down to 0° C., and anhydrous aluminum chloride (126 g) was added thereto little by little. Next, a dichloromethane (400 mL) solution of acetyl chloride (74 g) was dropwise added and stirred for one hour while maintaining 0° C. The reaction mixture was poured into 6M-hydrochloric acid (1 L) containing ice, and the solid matters deposited were obtained by filtering under reduced pressure. They were dried and then recrystallized from t... Starting materials: ClC1=CC=C(C=C1)C=1C=C(C=NC1OCC(F)(F)F)N (5-(4-chloro-phenyl)-6-(2,2, 2-trifluoro-ethoxy)-pyridin-3-ylamine), CN1N=CC=C1C(=O)O (1-methyl-1H-pyrazole-5-carboxylic acid). Product: ClC1=CC=C(C=C1)C=1C=C(C=NC1OCC(F)(F)F)NC(=O)C1=CC=NN1C (1-methyl-1H-pyrazole-5-carboxylic acid[5-(4-chloro-phenyl)-6-(2,2,2-trifluoro-ethoxy)-pyridin-3-yl]-amide). Reaction SMILES: [Cl:1][C:2]1[CH:7]=[CH:6][C:5]([C:8]2[CH:9]=[C:10]([NH2:20])[CH:11]=[N:12][C:13]=2[O:14][CH2:15][C:16]([F:19])([F:18])[F:17])=[CH:4][CH:3]=1.[CH3:21][N:22]1[C:26]([C:27](O)=[O:28])=[CH:25][CH:24]=[N:23]1>>[Cl:1][C:2]1[CH:3]=[CH:4][C:5]([C:8]2[CH:9]=[C:10]([NH:20][C:27]([C:26]3[N:22]([CH3:21])[N:23]=[CH:24][CH:25]=3)=[O:28])[CH:11]=[N:12][C:13]=2[O:14][CH2:15][C:16]([F:17])([F:18])[F:19])=[CH:6][CH:7]=1. Procedure details: The title compound was synthesized in analogy to Example 1, using 5-(4-chloro-phenyl)-6-(2,2, 2-trifluoro-ethoxy)-pyridin-3-ylamine and 1-methyl-1H-pyrazole-5-carboxylic acid, as starting materials, MS (LC/MS): 409.2 (M−H). The reactants are [Cl-].C(C1=CC=CC=C1)[NH2+]CCCl (N-benzyl-N-(2-chloroethyl)ammonium chloride), ClC=1C=C(C=CC1Cl)N=C=S (3,4-dichlorophenyl isothiocyanate). Yields the product ClC=1C=C(C=CC1Cl)N=C1SCCN1CC1=CC=CC=C1 (2-(3,4-dichlorophenylimino)-3-benzyl-1,3-thiazolidine). RXN SMILES: [Cl-].[CH2:2]([NH2+:9][CH2:10][CH2:11]Cl)[C:3]1[CH:8]=[CH:7][CH:6]=[CH:5][CH:4]=1.[Cl:13][C:14]1[CH:15]=[C:16]([N:21]=[C:22]=[S:23])[CH:17]=[CH:18][C:19]=1[Cl:20]>>[Cl:13][C:14]1[CH:15]=[C:16]([N:21]=[C:22]2[N:9]([CH2:2][C:3]3[CH:4]=[CH:5][CH:6]=[CH:7][CH:8]=3)[CH2:10][CH2:11][S:23]2)[CH:17]=[CH:18][C:19]=1[Cl:20] |f:0.1|. Reported procedure: 2-Hydroxyethylamine was reacted with benzyl bromide according to Method B2a to give N-benzyl-N-(2-hydroxyethyl)amine. The alcohol was reacted with SOCl2 according to Method B7c to give N-benzyl-N-(2-chloroethyl)ammonium chloride. The chloroethylamine was reacted with 3,4-dichlorophenyl isothiocyanate to give 2-(3,4-dichlorophenylimino)-3-benzyl-1,3-thiazolidine. Reactants: NC1=NC=C(C(=C1[N+](=O)[O-])Cl)Br (2-amino-5-bromo-4-chloro-3-nitropyridine), C1(CC1)CN1CCNCC1 (1-cyclopropylmethylpiperazine), C(C)(C)N(CC)C(C)C (diisopropylethylamine). The solvent is C(C)(C)O (isopropanol), C(C)(C)O (isopropanol), C(C)(C)O (isopropanol). Conditions: temperature 45 celsius, time 20 hour. Product: BrC=1C(=C(C(=NC1)N)[N+](=O)[O-])N1CCN(CC1)CC1CC1 (5-Bromo-4-(4-cyclopropylmethyl-piperazin-1-yl)-3-nitro-pyridin-2-ylamine), solid. As a reaction SMILES: [NH2:1][C:2]1[C:7]([N+:8]([O-:10])=[O:9])=[C:6](Cl)[C:5]([Br:12])=[CH:4][N:3]=1.[CH:13]1([CH2:16][N:17]2[CH2:22][CH2:21][NH:20][CH2:19][CH2:18]2)[CH2:15][CH2:14]1.C(N(C(C)C)CC)(C)C>C(O)(C)C>[Br:12][C:5]1[C:6]([N:20]2[CH2:21][CH2:22][N:17]([CH2:16][CH:13]3[CH2:15][CH2:14]3)[CH2:18][CH2:19]2)=[C:7]([N+:8]([O-:10])=[O:9])[C:2]([NH2:1])=[N:3][CH:4]=1. Reported procedure: To a mixture of 2-amino-5-bromo-4-chloro-3-nitropyridine (0.126 g, 0.50 mmol) and isopropanol (6 ml) was added 1-cyclopropylmethylpiperazine (0.078 g, 0.55 mmol) with the aid of isopropanol (3 ml), followed by diisopropylethylamine (0.10 ml, 0.57 mmol). The reaction mixture was stirred at 45° C. for 20 h, then allowed to cool to room temperature and diluted with isopropanol (4 ml). The resulting yellow precipitate was collected by filtration, washed with isopropanol (2×4 ml), diethyl ether (3×4 ...